This data is from the Open Reaction Database (ORD), a public repository of structured organic reaction records. The task is: describe an organic reaction: reactants, conditions, products, and yield Starting materials: C(C)(=O)OCC (ethyl acetate), CCCCCC (hexane), BrC1=CC=C(C=C1)C=1C2=CC=CC=C2C(=C2C=CC=CC12)C1=CC=CC=C1 (9-(4-bromophenyl)-10-phenylanthracene). Yields the product C1(=CC=CC=C1)C=1C2=CC=CC=C2C(=C2C=CC=CC12)C1=CC=C(C=C1)C1=CC=C(C=C1)C1(C2=CC=CC=C2C=2C=CC=CC12)C1=CC=CC=C1 (9-Phenyl-10-{4-(9-phenyl-9H-fluoren-9-yl)-biphenyl-4′-yl}-anthracene). RXN SMILES: C(O[CH2:5][CH3:6])(=O)C.Br[C:8]1[CH:13]=[CH:12][C:11]([C:14]2[C:15]3[C:20]([C:21]([C:28]4[CH:33]=[CH:32][CH:31]=[CH:30][CH:29]=4)=[C:22]4[C:27]=2[CH:26]=[CH:25][CH:24]=[CH:23]4)=[CH:19][CH:18]=[CH:17][CH:16]=3)=[CH:10][CH:9]=1.[CH3:34][CH2:35][CH2:36][CH2:37][CH2:38][CH3:39]>>[C:20]1([C:21]2[C:28]3[C:33]([C:14]([C:11]4[CH:12]=[CH:13][C:8]([C:36]5[CH:35]=[CH:34][C:39]([C:36]6([C:6]7[CH:5]=[CH:13][CH:8]=[CH:9][CH:10]=7)[C:35]7[CH:27]=[CH:14][CH:11]=[CH:12][C:34]=7[C:16]7[C:37]6=[CH:38][CH:39]=[CH:20][CH:15]=7)=[CH:38][CH:37]=5)=[CH:9][CH:10]=4)=[C:27]4[C:22]=2[CH:23]=[CH:24][CH:25]=[CH:26]4)=[CH:32][CH:31]=[CH:30][CH:29]=3)[CH:15]=[CH:16][CH:17]=[CH:18][CH:19]=1. Procedure details: The Rf value of the obtained pale yellow powder by silica gel thin layer chromatography (TLC) (with a developing solvent containing ethyl acetate and hexane in a 1:5 ratio) was 0.63, and that of 9-(4-bromophenyl)-10-phenylanthracene was 0.78. Starting materials: ClC=1C=C(CN(CC2=CC(=CC=C2)Cl)CCCC#N)C=CC1 (4-[N,N-bis-(3-chlorobenzyl)amino]butyronitrile), [OH-].[Na+] (NaOH), C(C)O (ethanol). Yields the product ClC=1C=C(CN(CC2=CC(=CC=C2)Cl)CCCC(=O)O)C=CC1 (4-[N,N-Bis-(3-chlorobenzyl)amino]butyric Acid). RXN SMILES: [Cl:1][C:2]1[CH:3]=[C:4]([CH:20]=[CH:21][CH:22]=1)[CH2:5][N:6]([CH2:15][CH2:16]CC#N)[CH2:7][C:8]1[CH:13]=[CH:12][CH:11]=[C:10]([Cl:14])[CH:9]=1.[OH-:23].[Na+].[CH2:25]([OH:27])[CH3:26]>>[Cl:1][C:2]1[CH:3]=[C:4]([CH:20]=[CH:21][CH:22]=1)[CH2:5][N:6]([CH2:15][CH2:16][CH2:26][C:25]([OH:23])=[O:27])[CH2:7][C:8]1[CH:13]=[CH:12][CH:11]=[C:10]([Cl:14])[CH:9]=1 |f:1.2|. Reported procedure: A solution of 4-[N,N-bis-(3-chlorobenzyl)amino]butyronitrile (8.59 g; 0.026 mol), NaOH (10 g; 0.25 mol) and ethanol (125 ml) was stirred and heated to reflux for 18 hours. After cooling the solvent was evaporated in vacuo and the solid residue taken up in water (75 ml). After further cooling in ice, conc. HCl was added until the mixture was strongly acid (ca. 25 ml required). The initially precipitated oil hardened to a solid, which was collected by filtration and recrystallised from dimethylfor...